From a dataset of the Open Reaction Database (ORD), a public repository of structured organic reaction records. describe an organic reaction: reactants, conditions, products, and yield The reactants are C1COCCO1, CO, [H][H], COC(=O)C(=Cc1ccc(OCCOc2ccc3ccccc3c2)cc1)C(=O)OC. The product is COC(=O)C(Cc1ccc(OCCOc2ccc3ccccc3c2)cc1)C(=O)OC. Reaction SMILES: [CH2:35]1[O:36][CH2:37][CH2:38][O:39][CH2:40]1.[CH3:33][OH:34].[H:31][H:32].[cH:1]1[c:2]([O:11][CH2:12][CH2:13][O:14][c:15]2[cH:16][cH:17][c:18]([CH:19]=[C:20]([C:21](=[O:22])[O:23][CH3:24])[C:25](=[O:26])[O:27][CH3:28])[cH:29][cH:30]2)[cH:3][cH:4][c:5]2[cH:6][cH:7][cH:8][cH:9][c:10]12>>[cH:1]1[c:2]([O:11][CH2:12][CH2:13][O:14][c:15]2[cH:16][cH:17][c:18]([CH2:19][CH:20]([C:21](=[O:22])[O:23][CH3:24])[C:25](=[O:26])[O:27][CH3:28])[cH:29][cH:30]2)[cH:3][cH:4][c:5]2[cH:6][cH:7][cH:8][cH:9][c:10]12.